From a dataset of the Open Reaction Database (ORD), a public repository of structured organic reaction records. describe an organic reaction: reactants, conditions, products, and yield The reactants are Cc1csc(N)n1, CC1(C)c2cccc(P(c3ccccc3)c3ccccc3)c2Oc2c(P(c3ccccc3)c3ccccc3)cccc21, Cc1ccccc1, COC(=O)c1cccc(Oc2ccnc(Cl)c2)c1, [K+], [K+], [K+], O=C(C=Cc1ccccc1)C=Cc1ccccc1, O=C(C=Cc1ccccc1)C=Cc1ccccc1, O=C(C=Cc1ccccc1)C=Cc1ccccc1, O, O=P([O-])([O-])[O-], [Pd], [Pd]. Yields the product COC(=O)c1cccc(Oc2ccnc(Nc3nc(C)cs3)c2)c1. RXN SMILES: [CH3:19][c:20]1[n:21][c:22]([NH2:25])[s:23][cH:24]1.[CH3:34][C:35]1([CH3:36])[c:37]2[cH:38][cH:39][cH:40][c:41]([P:42]([c:43]3[cH:44][cH:45][cH:46][cH:47][cH:48]3)[c:49]3[cH:50][cH:51][cH:52][cH:53][cH:54]3)[c:55]2[O:56][c:57]2[c:58]1[cH:59][cH:60][cH:61][c:62]2[P:63]([c:64]1[cH:65][cH:66][cH:67][cH:68][cH:69]1)[c:70]1[cH:71][cH:72][cH:73][cH:74][cH:75]1.[CH3:76][c:77]1[cH:78][cH:79][cH:80][cH:81][cH:82]1.[Cl:1][c:2]1[n:3][cH:4][cH:5][c:6]([O:8][c:9]2[cH:10][c:11]([C:12](=[O:13])[O:14][CH3:15])[cH:16][cH:17][cH:18]2)[cH:7]1.[K+:31].[K+:32].[K+:33].[O:103]=[C:104]([CH:105]=[CH:106][c:107]1[cH:108][cH:109][cH:110][cH:111][cH:112]1)[CH:113]=[CH:114][c:115]1[cH:116][cH:117][cH:118][cH:119][cH:120]1.[O:121]=[C:122]([CH:123]=[CH:124][c:125]1[cH:126][cH:127][cH:128][cH:129][cH:130]1)[CH:131]=[CH:132][c:133]1[cH:134][cH:135][cH:136][cH:137][cH:138]1.[O:85]=[C:86]([CH:87]=[CH:88][c:89]1[cH:90][cH:91][cH:92][cH:93][cH:94]1)[CH:95]=[CH:96][c:97]1[cH:98][cH:99][cH:100][cH:101][cH:102]1.[OH2:139].[P:26]([O-:27])([O-:28])([O-:29])=[O:30].[Pd:83].[Pd:84]>>[c:2]1([NH:25][c:22]2[n:21][c:20]([CH3:19])[cH:24][s:23]2)[n:3][cH:4][cH:5][c:6]([O:8][c:9]2[cH:10][c:11]([C:12](=[O:13])[O:14][CH3:15])[cH:16][cH:17][cH:18]2)[cH:7]1. The reactants are CS(=O)(=O)N (methanesulfonamide), [OH-].[Na+] (sodium hydroxide), Cl (hydrochloric acid), ClC[C@H]1OC1 ((S)-2-chloromethyloxirane). The solvent is O (water). Conditions: time 2 hour. Product: O1[C@H](C1)CNS(=O)(=O)C (N—((S)-oxiranylmethyl)methanesulfonamide). The yield is 15.7%. Reaction SMILES: [CH3:1][S:2]([NH2:5])(=[O:4])=[O:3].[OH-].[Na+].Cl[CH2:9][C@@H:10]1[CH2:12][O:11]1.Cl>O>[O:11]1[CH2:12][C@@H:10]1[CH2:9][NH:5][S:2]([CH3:1])(=[O:4])=[O:3] |f:1.2|. Procedure details: To a cold solution of methanesulfonamide (10 g, 0.105 mol) in water (100 mL) in an ice bath was added sodium hydroxide as pellets (8.4 g, 0.21 mol) and then (S)-2-chloromethyloxirane (12.4 g, 0.158 mol). The mixture was stirred at the same temperature for 2 h, and at room temperature for 12 h and then concentrated hydrochloric acid (18 mL) was added. The product was isolated by extracting the aqueous layer with dichloromethane (2×300 mL). The organic layer was dried over MgSO4 and then evaporate...